describe an organic reaction: reactants, conditions, products, and yield From a dataset of the Open Reaction Database (ORD), a public repository of structured organic reaction records. The reactants are C1(=CC=C(C=C1)C1CC(C(O1)CC(=O)O)=C=C)C ((5-p-tolyl-3-vinylidene-tetrahydro-furan-2-yl)acetic acid), C(=O)([O-])[O-].[K+].[K+] (K2CO3), O (H2O), C1(=CC=CC=C1)I (PhI). Reagents/catalysts: C=1C=CC(=CC1)[P](C=2C=CC=CC2)(C=3C=CC=CC3)[Pd]([P](C=4C=CC=CC4)(C=5C=CC=CC5)C=6C=CC=CC6)([P](C=7C=CC=CC7)(C=8C=CC=CC8)C=9C=CC=CC9)[P](C=1C=CC=CC1)(C=1C=CC=CC1)C=1C=CC=CC1 (Pd(PPh3)4). The solvent is CN(C=O)C (dimethylformamide), C(C)(=O)OCC (ethyl acetate). Run at temperature 85 celsius, time 4 hour. Product: C1(=CC=C(C=C1)C1CC2(OC(CC2O1)=O)C(=C)C1=CC=CC=C1)C (5-p-tolyl-6a-(1-phenylvinyl)-tetrahydrofuro[3,2-b]furan-2-one). Reaction SMILES: [C:1]1([CH3:18])[CH:6]=[CH:5][C:4]([CH:7]2[O:11][CH:10]([CH2:12][C:13]([OH:15])=[O:14])[C:9](=[C:16]=[CH2:17])[CH2:8]2)=[CH:3][CH:2]=1.C([O-])([O-])=O.[K+].[K+].[C:25]1(I)[CH:30]=[CH:29][CH:28]=[CH:27][CH:26]=1.O>CN(C)C=O.C(OCC)(=O)C.C1C=CC([P]([Pd]([P](C2C=CC=CC=2)(C2C=CC=CC=2)C2C=CC=CC=2)([P](C2C=CC=CC=2)(C2C=CC=CC=2)C2C=CC=CC=2)[P](C2C=CC=CC=2)(C2C=CC=CC=2)C2C=CC=CC=2)(C2C=CC=CC=2)C2C=CC=CC=2)=CC=1>[C:1]1([CH3:18])[CH:2]=[CH:3][C:4]([CH:7]2[O:11][CH:10]3[C:9]([C:16]([C:25]4[CH:30]=[CH:29][CH:28]=[CH:27][CH:26]=4)=[CH2:17])([O:14][C:13](=[O:15])[CH2:12]3)[CH2:8]2)=[CH:5][CH:6]=1 |f:1.2.3,^1:47,49,68,87|. Procedure details: (5-p-tolyl-3-vinylidene-tetrahydro-furan-2-yl)acetic acid (35 mg, 0.14 mmol), Pd(PPh3)4 (14 mg, 0.012 mmol) and K2CO3 (84 mg, 0.61 mmol) were dissolved in 3 mL of dimethylformamide, followed by addition of PhI (68 μL, 0.61 mmol). The solution was stirred for 4 hours at 85° C. When the reaction was completed, H2O was added and the solution was stirred for 5 minutes. The mixture was diluted with ethyl acetate, washed with H2O and NaCl. Organic layer was separated and dried with anhydride MgSO4. So... Starting materials: ClC1=NC2=C(N1[C@H]1[C@H](OC(C)=O)[C@H](OC(C)=O)[C@H](O1)COC(C)=O)C=C(C(=C2)Cl)Cl (2,5,6-Trichloro-1-(2,3,5-tri-O-acetyl-β-D-ribofuranosyl)benzimidazole), steel, N (NH3), N (NH3). Run in CO (MeOH). Conditions: time 24 hour. Product: NC1=NC2=C(N1[C@H]1[C@H](O)[C@H](O)[C@H](O1)CO)C=C(C(=C2)Cl)Cl (2-Amino-5,6-dichloro-1-(β-D-ribofuranosyl)benzimidazole), nucleoside. As a reaction SMILES: Cl[C:2]1[N:6]([C@@H:7]2[O:19][C@H:18]([CH2:20][O:21]C(=O)C)[C@@H:13]([O:14]C(=O)C)[C@H:8]2[O:9]C(=O)C)[C:5]2[CH:25]=[C:26]([Cl:30])[C:27]([Cl:29])=[CH:28][C:4]=2[N:3]=1.[NH3:31]>CO>[NH2:31][C:2]1[N:6]([C@@H:7]2[O:19][C@H:18]([CH2:20][OH:21])[C@@H:13]([OH:14])[C@H:8]2[OH:9])[C:5]2[CH:25]=[C:26]([Cl:30])[C:27]([Cl:29])=[CH:28][C:4]=2[N:3]=1. Reported procedure: 2,5,6-Trichloro-1-(2,3,5-tri-O-acetyl-β-D-ribofuranosyl)benzimidazole (42, 0.48 g; 1 mmole) was dissolved in dry MeOH (10 ml). Liq. NH3 (10 ml) was added and the mixture heated in a steel bomb at 100° C. for 2 hr. This mixture was stirred at room temperature for 24 hr. Excess NH3 was allowed to evaporate and the solution evaporated to dryness, absorbed onto silica gel (2 g), and chromatographed on a silica gel column using silica gel (20 g; 60-200 mesh). Elution of the column with CH2Cl2 :CH3OH ...